The task is: describe an organic reaction: reactants, conditions, products, and yield. This data is from the Open Reaction Database (ORD), a public repository of structured organic reaction records. Reactants: CSC.B (borane dimethyl sulfide), B (borane), CC1(C=2C=CC(=CC2C(CC1)(C)C)C1=CC=CC(=N1)N1CCC(CC1)NC(=O)[C@H]1NCC[C@@H]1O)C ((2S,3S)-3-hydroxypyrrolidine-2-carboxylic acid [6′-(5,5,8,8-tetramethyl-5,6,7,8-tetrahydronaphthalen-2-yl)-3,4,5,6-tetrahydro-2H-1,2′-bipyridinyl-4-yl]amide), CO (MeOH), B.CSC (borane dimethyl sulfide). Solvent: C1CCOC1 (THF), C1CCOC1 (THF). Conditions: temperature 70 celsius, time 2 hour. Product: CC1(C=2C=CC(=CC2C(CC1)(C)C)C1=CC=CC(=N1)N1CCC(CC1)NC[C@H]1NCC[C@@H]1O)C ((2R,3S)-2-{[6′-(5,5,8,8-Tetramethyl-5,6,7,8-tetrahydronaphthalen-2-yl)-3,4,5,6-tetrahydro-2H-1,2′-bipyridinyl-4-ylamino]methyl}pyrrolidin-3-ol). RXN SMILES: [CH3:1][C:2]1([CH3:35])[CH2:11][CH2:10][C:9]([CH3:13])([CH3:12])[C:8]2[CH:7]=[C:6]([C:14]3[N:19]=[C:18]([N:20]4[CH2:25][CH2:24][CH:23]([NH:26][C:27]([C@@H:29]5[C@@H:33]([OH:34])[CH2:32][CH2:31][NH:30]5)=O)[CH2:22][CH2:21]4)[CH:17]=[CH:16][CH:15]=3)[CH:5]=[CH:4][C:3]1=2.CSC.B.B.CO>C1COCC1>[CH3:1][C:2]1([CH3:35])[CH2:11][CH2:10][C:9]([CH3:12])([CH3:13])[C:8]2[CH:7]=[C:6]([C:14]3[N:19]=[C:18]([N:20]4[CH2:21][CH2:22][CH:23]([NH:26][CH2:27][C@@H:29]5[C@@H:33]([OH:34])[CH2:32][CH2:31][NH:30]5)[CH2:24][CH2:25]4)[CH:17]=[CH:16][CH:15]=3)[CH:5]=[CH:4][C:3]1=2 |f:1.2|. Procedure details: 184 mg (0.39 mmol) of (2S,3S)-3-hydroxypyrrolidine-2-carboxylic acid [6′-(5,5,8,8-tetramethyl-5,6,7,8-tetrahydronaphthalen-2-yl)-3,4,5,6-tetrahydro-2H-1,2′-bipyridinyl-4-yl]amide was dissolved in 5 ml of THF, and 579 μl of 2M borane dimethyl sulfide solution in THF were added at 70° C. under nitrogen atmosphere, and the mixture was subsequently stirred at 70° C. for 2 hours. 579 μl of borane/dimethyl sulfide solution was again added, and the mixture was heated in a heating block at 70° C. for a ... Yields the product COc1c2c(cc3c(C)cc(=O)oc13)CC(C)O2. Reaction SMILES: [CH2:1]([CH:2]=[CH2:3])[c:4]1[cH:5][c:6]2[c:7]([CH3:18])[cH:8][c:9](=[O:17])[o:10][c:11]2[c:12]([O:15][CH3:16])[c:13]1[OH:14].[OH2:24].[S:19](=[O:20])(=[O:21])([OH:22])[OH:23]>>[CH2:1]1[CH:2]([CH3:3])[O:14][c:13]2[c:4]1[cH:5][c:6]1[c:7]([CH3:18])[cH:8][c:9](=[O:17])[o:10][c:11]1[c:12]2[O:15][CH3:16]. The reactants are C=CCc1cc2c(C)cc(=O)oc2c(OC)c1O, O, O=S(=O)(O)O. Starting materials: BrCC1=C(C=CC=C1)S(F)(F)(F)(F)F (2-(bromomethyl)-1-(pentafluorosulfanyl)benzene), Cl.Cl.N1CCC(CC1)\C=C/1\C(=NC(S1)=O)NCC#C ((5Z)-5-(piperidin-4-ylmethylidene)-4-(prop-2-yn-1-ylamino)-1,3-thiazol-2(5H)-one dihydrochloride), C([O-])([O-])=O.[K+].[K+] (potassium carbonate), O (water). Solvent: CN(C)C=O (DMF). Reaction conditions: time 8 hour. Product: FS(C1=C(CN2CCC(CC2)\C=C/2\C(=NC(S2)=O)NCC#C)C=CC=C1)(F)(F)(F)F ((5Z)-5-({1-[2-(pentafluorosulfanyl)benzyl]piperidin-4-yl}methylidene)-4-(prop-2-yn-1-ylamino)-1,3-thiazol-2(5H)-one). The yield is 54.1%. Reaction SMILES: Br[CH2:2][C:3]1[CH:8]=[CH:7][CH:6]=[CH:5][C:4]=1[S:9]([F:14])([F:13])([F:12])([F:11])[F:10].Cl.Cl.[NH:17]1[CH2:22][CH2:21][CH:20](/[CH:23]=[C:24]2/[C:25]([NH:30][CH2:31][C:32]#[CH:33])=[N:26][C:27](=[O:29])[S:28]/2)[CH2:19][CH2:18]1.C(=O)([O-])[O-].[K+].[K+].O>CN(C=O)C>[F:10][S:9]([F:14])([F:13])([F:12])([F:11])[C:4]1[CH:5]=[CH:6][CH:7]=[CH:8][C:3]=1[CH2:2][N:17]1[CH2:22][CH2:21][CH:20](/[CH:23]=[C:24]2/[C:25]([NH:30][CH2:31][C:32]#[CH:33])=[N:26][C:27](=[O:29])[S:28]/2)[CH2:19][CH2:18]1 |f:1.2.3,4.5.6|. Procedure: To a solution of 2-(bromomethyl)-1-(pentafluorosulfanyl)benzene (213 mg) in DMF (5 mL) were added (5Z)-5-(piperidin-4-ylmethylidene)-4-(prop-2-yn-1-ylamino)-1,3-thiazol-2(5H)-one dihydrochloride (210 mg) and potassium carbonate (362 mg). The reaction mixture was stirred at room temperature overnight, water was added, and the mixture was extracted with ethyl acetate. The extract was washed with water and saturated brine, and dried over anhydrous magnesium sulfate, and the solvent was evaporated u... The reactants are COc1cc2c(C(=O)N3CCCC3)cnc(CNC(=O)OC(C)(C)C)c2cc1OC, CCOC(C)=O, Cl. Product: Cl, COc1cc2c(C(=O)N3CCCC3)cnc(CN)c2cc1OC. As a reaction SMILES: [C:1]([O:2][C:3](=[O:4])[NH:7][CH2:8][c:9]1[n:10][cH:11][c:12]([C:23](=[O:24])[N:25]2[CH2:26][CH2:27][CH2:28][CH2:29]2)[c:13]2[cH:14][c:15]([O:21][CH3:22])[c:16]([O:19][CH3:20])[cH:17][c:18]12)([CH3:5])([CH3:6])[CH3:30].[CH3:32][CH2:33][O:34][C:35]([CH3:36])=[O:37].[ClH:31]>>[ClH:31].[NH2:7][CH2:8][c:9]1[n:10][cH:11][c:12]([C:23](=[O:24])[N:25]2[CH2:26][CH2:27][CH2:28][CH2:29]2)[c:13]2[cH:14][c:15]([O:21][CH3:22])[c:16]([O:19][CH3:20])[cH:17][c:18]12. The reactants are CC(C)(C)OC(=O)NC1CCCCC1C(=O)O, CN(C(=O)c1ccc(Cl)cc1)C1CCNCC1c1ccc(Cl)c(Cl)c1, Cl. Yields the product CN(C(=O)c1ccc(Cl)cc1)C1CCN(C(=O)C2CCCCC2NC(=O)OC(C)(C)C)CC1c1ccc(Cl)c(Cl)c1. RXN SMILES: [C:27]([CH3:28])([CH3:29])([CH3:30])[O:31][C:32](=[O:33])[NH:34][CH:35]1[CH:36]([C:41](=[O:42])[OH:43])[CH2:37][CH2:38][CH2:39][CH2:40]1.[Cl:2][c:3]1[cH:4][cH:5][c:6]([C:7](=[O:8])[N:9]([CH3:10])[CH:11]2[CH:12]([c:17]3[cH:18][c:19]([Cl:24])[c:20]([Cl:23])[cH:21][cH:22]3)[CH2:13][NH:14][CH2:15][CH2:16]2)[cH:25][cH:26]1.[ClH:1]>>[Cl:2][c:3]1[cH:4][cH:5][c:6]([C:7](=[O:8])[N:9]([CH3:10])[CH:11]2[CH:12]([c:17]3[cH:18][c:19]([Cl:24])[c:20]([Cl:23])[cH:21][cH:22]3)[CH2:13][N:14]([C:41]([CH:36]3[CH:35]([NH:34][C:32]([O:31][C:27]([CH3:28])([CH3:29])[CH3:30])=[O:33])[CH2:40][CH2:39][CH2:38][CH2:37]3)=[O:42])[CH2:15][CH2:16]2)[cH:25][cH:26]1.